This data is from the Open Reaction Database (ORD), a public repository of structured organic reaction records. The task is: describe an organic reaction: reactants, conditions, products, and yield Reactants: Compound I, II, III, C1(=CC=CC=C1)C (toluene), C=1(C(=CC=CC1)C)C (xylene), C(Cl)(Cl)Cl (chloroform). Yields the product C1CCCC2=CC=CC=C12 (tetralin). Reaction SMILES: [C:1]1([CH3:8])[C:2]([CH3:7])=[CH:3][CH:4]=[CH:5][CH:6]=1.C(Cl)(Cl)Cl.[C:13]1(C)C=CC=C[CH:14]=1>>[CH2:7]1[C:2]2[C:1](=[CH:6][CH:5]=[CH:4][CH:3]=2)[CH2:8][CH2:14][CH2:13]1. Procedure details: Compound I, II or III is then dissolved in toluene, xylene, tetralin, or chloroform to form a solution of concentration around 1-2 mol L−1. This solution may be inkjet printed to provide an effective organic semiconductor (OSC). Solvent: O1CCCC1 (tetrahydrofuran). Procedure: To a solution of 14 g of 5-(2-chlorophenyl)-7-nitro-3H-1,4-benzodiazepine-2(1H)-thione (J. B. Hester, A. D. Rudzik & B. V. Kamdar, J. Med. Chem., 1971, 14, 1078-1081) in 700 ml of tetrahydrofuran were added firstly 260 ml of 25% aqueous ammonia solution and then 50 ml of methanol. The solution was stirred at room temperature for 20 h. and then concentrated to about 25 ml in a vacuum. The crystalline precipitate was filtered off and recrystallized from dioxan. There were obtained 13.2 g of 2-amin... Yields the product NC1=NC2=C(C(=NC1)C1=C(C=CC=C1)Cl)C=C(C=C2)[N+](=O)[O-] (2-amino-5-(2-chlorophenyl)-7-nitro-3H-1,4-benzodiazepine). Run at time 20 hour. Reaction SMILES: [Cl:1][C:2]1[CH:7]=[CH:6][CH:5]=[CH:4][C:3]=1[C:8]1[C:14]2[CH:15]=[C:16]([N+:19]([O-:21])=[O:20])[CH:17]=[CH:18][C:13]=2[NH:12][C:11](=S)[CH2:10][N:9]=1.[NH3:23].CO>O1CCCC1>[NH2:23][C:11]1[CH2:10][N:9]=[C:8]([C:3]2[CH:4]=[CH:5][CH:6]=[CH:7][C:2]=2[Cl:1])[C:14]2[CH:15]=[C:16]([N+:19]([O-:21])=[O:20])[CH:17]=[CH:18][C:13]=2[N:12]=1. Reactants: ClC1=C(C=CC=C1)C1=NCC(NC2=C1C=C(C=C2)[N+](=O)[O-])=S (5-(2-chlorophenyl)-7-nitro-3H-1,4-benzodiazepine-2(1H)-thione), N (ammonia), CO (methanol). Solvent: C(C)O (ethanol). The product is C(C)(C)(C)OC(C1=C(C(=CC(=C1)Br)C)N)=O (2-Amino-5-bromo-3-methyl-benzoic acid tert-butyl ester). Procedure details: A mixture of 3.52 g (10.3 mmole) of the product of Example 234 and 6.12 g (44.94 mmol) of zinc chloride in 50 ml of absolute ethanol was heated to reflux for 18 hr. The reaction mixture was concentrated in vacuo and the residue was diluted with CH2Cl2 and washed with water and brine, dried over MgSO4, filtered and concentrated in vacuo to provide 2.48 g (84%) of the desired product as a pale brown liquid. Electrospray Mass Spec 286(M+H). Reactants: C(C)(C)(C)OC(C1=C(C(=CC(=C1)Br)C)N=CN(C)C)=O (5-Bromo-2-(dimethylamino-methyleneamino)-3-methyl-benzoic acid tert-butyl ester). The reagents and catalysts are [Cl-].[Zn+2].[Cl-] (zinc chloride). As a reaction SMILES: [C:1]([O:5][C:6](=[O:20])[C:7]1[CH:12]=[C:11]([Br:13])[CH:10]=[C:9]([CH3:14])[C:8]=1[N:15]=CN(C)C)([CH3:4])([CH3:3])[CH3:2]>C(O)C.[Cl-].[Zn+2].[Cl-]>[C:1]([O:5][C:6](=[O:20])[C:7]1[CH:12]=[C:11]([Br:13])[CH:10]=[C:9]([CH3:14])[C:8]=1[NH2:15])([CH3:4])([CH3:2])[CH3:3] |f:2.3.4|. Yield: 84.1%. Conditions: time 24 hour. Yields the product FC(OC1=CC=C(C=C1)C1=CC=C(S1)CCC(=O)O)(F)F (3-[5-(4-Trifluoromethoxy-phenyl)-thiophen-2-yl]-propionic acid). RXN SMILES: [F:1][C:2]([F:21])([F:20])[O:3][C:4]1[CH:9]=[CH:8][C:7]([C:10]2[S:14][C:13]([CH:15]=[CH:16][C:17]([OH:19])=[O:18])=[CH:12][CH:11]=2)=[CH:6][CH:5]=1.CO.C(O)(=O)C>[Pd].C1COCC1>[F:21][C:2]([F:1])([F:20])[O:3][C:4]1[CH:5]=[CH:6][C:7]([C:10]2[S:14][C:13]([CH2:15][CH2:16][C:17]([OH:19])=[O:18])=[CH:12][CH:11]=2)=[CH:8][CH:9]=1. Procedure details: 40 mg of 5% palladium on carbon were added to a solution of 416 mg (1.3 mmol) of 3-[5-(4-trifluoromethoxy-phenyl)-thiophen-2-yl]-acrylic acid in 20 ml of THF, and the reaction mixture was hydrogenated at atmospheric pressure and room temperature for 24 h. Then 10 ml of methanol and 40 mg of 5% palladium on carbon were added, and the reaction mixture was hydrogenated at atmospheric pressure and room temperature for further 24 hours. Then 10 ml of acetic acid were added, and the reaction mixture w... Reactants: CO (methanol), C(C)(=O)O (acetic acid), FC(OC1=CC=C(C=C1)C1=CC=C(S1)C=CC(=O)O)(F)F (3-[5-(4-trifluoromethoxy-phenyl)-thiophen-2-yl]-acrylic acid). The reagents and catalysts are [Pd] (palladium on carbon), [Pd] (palladium on carbon). Run in C1CCOC1 (THF). The solvent is O (water), CN(C)C=O (DMF). Run at time 18 hour. Reaction SMILES: [CH3:1][O:2][C:3](=[O:12])[CH2:4][C:5]1[CH:10]=[CH:9][CH:8]=[CH:7][C:6]=1[NH2:11].C(=O)([O-])[O-].[K+].[K+].Br[CH2:20][C:21]([O:23][C:24]([CH3:27])([CH3:26])[CH3:25])=[O:22]>CN(C=O)C.O>[CH3:1][O:2][C:3](=[O:12])[CH2:4][C:5]1[CH:10]=[CH:9][CH:8]=[CH:7][C:6]=1[NH:11][CH2:20][C:21]([O:23][C:24]([CH3:27])([CH3:26])[CH3:25])=[O:22] |f:1.2.3|. Procedure: The title B compound, (2-amino-phenyl) acetic acid methyl ester (4.2 g, 25.4 mmol) is dissolved in DMF (30 mL). Powdered potassium carbonate (8.78 g, 63.5 mmol) and t-butyl bromoacetate (4.12 mL, 27.9 mmol) are added and the reaction is stirred at room temperature for 18 h and then at 50° C. for 1 h. The reaction is diluted with water (300 mL) and extracted with EtOAc (2×200 mL). Combined EtOAc layers are washed with water (2×100 mL) then brine (100 mL), dried over anhydrous MgSO4, filtered and ... Yields the product COC(CC1=C(C=CC=C1)NCC(=O)OC(C)(C)C)=O ([2-(t-butoxy-carbonylmethyl-amino)-phenyl]-acetic acid methyl ester). Reactants: C([O-])([O-])=O.[K+].[K+] (potassium carbonate), BrCC(=O)OC(C)(C)C (t-butyl bromoacetate), COC(CC1=C(C=CC=C1)N)=O ((2-amino-phenyl) acetic acid methyl ester).